From a dataset of the Open Reaction Database (ORD), a public repository of structured organic reaction records. describe an organic reaction: reactants, conditions, products, and yield Reactants: C(C1=CC=CC=C1)=O (benzaldehyde), formula VII, methyl-substituted benzophenone, methyl, S(O)(O)(=O)=O (sulphuric acid), BrBr (bromine), BrC(Br)C1=C(C(=O)C2=CC=CC=C2)C=CC=C1 (dibromomethyl benzophenone). Yields the product C(C1=CC=CC=C1)(=O)C1=C(C=O)C=CC=C1 (benzoyl-benzaldehyde). As a reaction SMILES: [CH:1](=[O:8])[C:2]1[CH:7]=[CH:6][CH:5]=[CH:4][CH:3]=1.BrBr.BrC([C:14]1[CH:27]=[CH:26][CH:25]=[CH:24][C:15]=1[C:16](C1C=CC=CC=1)=[O:17])Br.S(=O)(=O)(O)O>>[C:1]([C:14]1[CH:27]=[CH:26][CH:25]=[CH:24][C:15]=1[CH:16]=[O:17])(=[O:8])[C:2]1[CH:7]=[CH:6][CH:5]=[CH:4][CH:3]=1. Procedure details: The benzaldehyde of formula VII may be prepared from the corresponding methyl-substituted benzophenone. The methyl substituent is first subjected to side-chain bromination, e.g. by treatment with bromine and the resulting dibromomethyl benzophenone hydrolysed with strong mineral acid, e.g. sulphuric acid to give the corresponding benzoyl-benzaldehyde. The aldehyde group can then be protected, e.g. as an acetal or ketal and the unprotected carbonyl group linking the two aromatic rings then reacte... The reactants are N(=O)[O-].[Na+] (sodium nitrite), C1(=CC=CC=C1)O (phenol), NC(=O)N (urea), FC1=C(NOC)C=CC=C1 (2-fluoro-methoxyaniline), S(O)(O)(=O)=O (sulfuric acid). The solvent is O (water), O (water), O (water). Reaction conditions: temperature 4 celsius, time 5 minute. Product: FC1=C(C=C(C=C1)OC)O (2-Fluoro-5-methoxyphenol). As a reaction SMILES: [C:1]1([OH:7])C=CC=CC=1.[F:8][C:9]1[CH:17]=[CH:16][CH:15]=[CH:14][C:10]=1NOC.S(=O)(=O)(O)[OH:19].N([O-])=O.[Na+].NC(N)=O>O>[F:8][C:9]1[CH:17]=[CH:16][C:15]([O:7][CH3:1])=[CH:14][C:10]=1[OH:19] |f:3.4|. Reported procedure: The method used to prepare the phenol is basically the procedure reported by Claudi et. al. [med. Chem. 33, 2408-2412 (1990) with modification according to Lambooy [J. Amer. Chem. Soc. 72, 5327-5328 (1950)]. In a three-necked round-bottom flask (1000 mL), equipped with dropping-funnel and a magnetic stirrer, 2-fluoro-methoxyaniline (11.3 g, 80 mmol ), concentrated sulfuric acid (35 mL) and water (200 mL) were mixed and then cooled to 3-5° C. A solution of sodium nitrite (6.07 g; 88 mmol) in wate...